This data is from the Open Reaction Database (ORD), a public repository of structured organic reaction records. The task is: describe an organic reaction: reactants, conditions, products, and yield Reactants: CCCCOC(=O)N1CCC(c2ccnn2C)CC1, ClCCl, O=C(O)C(F)(F)F. Yields the product O=C(O)C(F)(F)F, Cn1nccc1C1CCNCC1. Reaction SMILES: [CH2:1]([O:2][C:3](=[O:4])[N:8]1[CH2:9][CH2:10][CH:11]([c:14]2[n:15]([CH3:19])[n:16][cH:17][cH:18]2)[CH2:12][CH2:13]1)[CH2:5][CH2:6][CH3:7].[Cl:27][CH2:28][Cl:29].[F:20][C:21]([C:22](=[O:23])[OH:24])([F:25])[F:26]>>[F:20][C:21]([C:22](=[O:23])[OH:24])([F:25])[F:26].[NH:8]1[CH2:9][CH2:10][CH:11]([c:14]2[n:15]([CH3:19])[n:16][cH:17][cH:18]2)[CH2:12][CH2:13]1. Starting materials: COCCBr, Cc1cc(C=O)cc(C)c1O, [H-], [Na+], CN(C)C=O. Yields the product COCCOc1c(C)cc(C=O)cc1C. Reaction SMILES: [Br:14][CH2:15][CH2:16][O:17][CH3:18].[CH3:1][c:2]1[cH:3][c:4]([CH:5]=[O:6])[cH:7][c:8]([CH3:11])[c:9]1[OH:10].[H-:13].[Na+:12].[O:19]=[CH:20][N:21]([CH3:22])[CH3:23]>>[CH3:1][c:2]1[cH:3][c:4]([CH:5]=[O:6])[cH:7][c:8]([CH3:11])[c:9]1[O:10][CH2:15][CH2:16][O:17][CH3:18]. Reported procedure: Ethyl 4-(4-hydroxyphenoxy)-3-methoxy-2-pentenoate is prepared by the reaction hydroquinone and ethyl 4-bromo-3-methoxy-2-pentenoate in the presence of base in acetone or the like under reflux. The solvent is CC(=O)C (acetone). Reaction SMILES: [C:1]1([CH:8]=[CH:7][C:5]([OH:6])=[CH:4][CH:3]=1)[OH:2].Br[CH:10]([CH3:20])[C:11]([O:18][CH3:19])=[CH:12][C:13]([O:15][CH2:16][CH3:17])=[O:14]>CC(C)=O>[OH:2][C:1]1[CH:8]=[CH:7][C:5]([O:6][CH:10]([CH3:20])[C:11]([O:18][CH3:19])=[CH:12][C:13]([O:15][CH2:16][CH3:17])=[O:14])=[CH:4][CH:3]=1. Product: OC1=CC=C(OC(C(=CC(=O)OCC)OC)C)C=C1 (Ethyl 4-(4-hydroxyphenoxy)-3-methoxy-2-pentenoate). Starting materials: C1(O)=CC=C(O)C=C1 (hydroquinone), BrC(C(=CC(=O)OCC)OC)C (ethyl 4-bromo-3-methoxy-2-pentenoate). The reactants are three, stainless steel, [OH-].[Na+] (sodium hydroxide), C1=2C(=O)OC(NC1=CC=CC2)=O (isatoic anhydride), C(#N)CC(=O)OC (methyl cyanoacetate), Cl (hydrochloric acid), brownish colored solution. Run in O (water), O (water), CN(C)C=O (DMF), C(C)N(CC)CC (triethylamine). Run at time 1 hour. Product: OC1=NC2=CC=CC=C2C(=C1)O (2,4-Dihydroxyquinoline). As a reaction SMILES: [C:1]12[C:7](=[CH:8][CH:9]=[CH:10][CH:11]=1)[NH:6][C:5](=[O:12])[O:4][C:2]2=O.[C:13](CC(OC)=O)#N.[OH-].[Na+].Cl>O.CN(C=O)C.C(N(CC)CC)C>[OH:12][C:5]1[CH:13]=[C:2]([OH:4])[C:1]2[C:7](=[CH:8][CH:9]=[CH:10][CH:11]=2)[N:6]=1 |f:2.3|. Procedure details: Into a 150 ml three neck flask, equipped with an agitator, a reflux condenser sealed on its upper end with a gas bubbler, a thermometer and an electric heating mantle were charged 16.3 g pure isatoic anhydride (M.W. 163) 10.1 g triethylamine (M.W. 101), 9.9 g methyl cyanoacetate (M.W. 99) and 2 ml DMF. The reaction mixture, under agitation, was kept at a temperature within the range of 25° to 30° C. for approximately 1 hour. During this period a constant evolution of gas was observed. The temper... Starting materials: ClC1C(C(N1C(C(=O)OC(C1=CC=CC=C1)C1=CC=CC=C1)C(=C)C)=O)NC(COC1=CC=CC=C1)=O (diphenylmethyl 2-(4-chloro-3-phenoxyacetamido-2-oxo-1-azetidinyl)-3-methyl-3-butenoate), C(=O)OC (methyl formate), ClOC(C)(C)C (t-butyl hypochlorite). Solvent: C(C)(=O)OCC (ethyl acetate). Reaction conditions: time 16 hour. The product is ClC1C(C(N1C(C(=O)OC(C1=CC=CC=C1)C1=CC=CC=C1)C(=C)CCl)=O)NC(COC1=CC=CC=C1)=O (diphenylmethyl 2-(4-chloro-3-phenoxyacetamido-2-oxo-1-azetidinyl)-3-chloromethyl-3-butenoate). Reaction SMILES: [Cl:1][CH:2]1[N:5]([CH:6]([C:23]([CH3:25])=[CH2:24])[C:7]([O:9][CH:10]([C:17]2[CH:22]=[CH:21][CH:20]=[CH:19][CH:18]=2)[C:11]2[CH:16]=[CH:15][CH:14]=[CH:13][CH:12]=2)=[O:8])[C:4](=[O:26])[CH:3]1[NH:27][C:28](=[O:37])[CH2:29][O:30][C:31]1[CH:36]=[CH:35][CH:34]=[CH:33][CH:32]=1.C(OC)=O.[Cl:42]OC(C)(C)C>C(OCC)(=O)C>[Cl:1][CH:2]1[N:5]([CH:6]([C:23]([CH2:25][Cl:42])=[CH2:24])[C:7]([O:9][CH:10]([C:17]2[CH:22]=[CH:21][CH:20]=[CH:19][CH:18]=2)[C:11]2[CH:12]=[CH:13][CH:14]=[CH:15][CH:16]=2)=[O:8])[C:4](=[O:26])[CH:3]1[NH:27][C:28](=[O:37])[CH2:29][O:30][C:31]1[CH:36]=[CH:35][CH:34]=[CH:33][CH:32]=1. Procedure: A 5.18 g. portion of diphenylmethyl 2-(4-chloro-3-phenoxyacetamido-2-oxo-1-azetidinyl)-3-methyl-3-butenoate was dissolved in 200 ml. of methyl formate, and 1.71 ml. of t-butyl hypochlorite was added. The mixture was stirred at room temperature for 16 hours. It was then evaporated under vacuum to obtain a white foam, which was taken up in ethyl acetate and washed three times with water. The organic layer was then decolorized with activated carbon, dried over magnesium sulfate, and evaporated to a... Starting materials: CCC(=C(C)C(=O)O)C(F)(F)F, O=S(=O)(O)O. The product is CC(=CC(F)(F)F)C(=O)O. Reaction SMILES: [CH2:1]([CH3:2])[C:3](=[C:4]([C:5](=[O:6])[OH:7])[CH3:8])[C:9]([F:10])([F:11])[F:12].[S:13](=[O:14])(=[O:15])([OH:16])[OH:17]>>[CH:3](=[C:4]([C:5](=[O:6])[OH:7])[CH3:8])[C:9]([F:10])([F:11])[F:12]. Starting materials: CN(C)C1(c2ccccc2)CCC(N)CC1, C1COCCO1, CC(Cc1c[nH]c2ccccc12)NC(=O)Oc1ccccc1. Product: CC(Cc1c[nH]c2ccccc12)NC(=O)NC1CCC(c2ccccc2)(N(C)C)CC1. Reaction SMILES: [CH3:1][N:2]([C:3]1([c:10]2[cH:11][cH:12][cH:13][cH:14][cH:15]2)[CH2:4][CH2:5][CH:6]([NH2:9])[CH2:7][CH2:8]1)[CH3:16].[O:39]1[CH2:40][CH2:41][O:42][CH2:43][CH2:44]1.[c:17]1([O:23][C:24](=[O:18])[NH:25][CH:26]([CH2:27][c:28]2[cH:29][nH:30][c:31]3[cH:32][cH:33][cH:34][cH:35][c:36]23)[CH3:37])[cH:19][cH:20][cH:21][cH:22][cH:38]1>>[CH3:1][N:2]([C:3]1([c:10]2[cH:11][cH:12][cH:13][cH:14][cH:15]2)[CH2:4][CH2:5][CH:6]([NH:9][C:24](=[O:23])[NH:25][CH:26]([CH2:27][c:28]2[cH:29][nH:30][c:31]3[cH:32][cH:33][cH:34][cH:35][c:36]23)[CH3:37])[CH2:7][CH2:8]1)[CH3:16].